From a dataset of the Open Reaction Database (ORD), a public repository of structured organic reaction records. describe an organic reaction: reactants, conditions, products, and yield Reactants: CC(=O)OC(C)=O, Cn1ccc2cccc(OCCO)c21, c1ccncc1. Product: CC(=O)OCCOc1cccc2ccn(C)c12. As a reaction SMILES: [CH3:15][C:16](=[O:17])[O:18][C:19](=[O:20])[CH3:21].[CH3:1][n:2]1[cH:3][cH:4][c:5]2[cH:6][cH:7][cH:8][c:9]([O:11][CH2:12][CH2:13][OH:14])[c:10]12.[cH:22]1[cH:23][cH:24][n:25][cH:26][cH:27]1>>[CH3:1][n:2]1[cH:3][cH:4][c:5]2[cH:6][cH:7][cH:8][c:9]([O:11][CH2:12][CH2:13][O:14][C:16]([CH3:15])=[O:17])[c:10]12. Reactants: COC(=O)C(CC1CCCC1)n1ncc(Oc2ccccc2)cc1=O, CO, Cl, [Na+], [OH-], O. Yields the product O=C(O)C(CC1CCCC1)n1ncc(Oc2ccccc2)cc1=O. RXN SMILES: [CH3:1][O:2][C:3]([CH:4]([CH2:5][CH:6]1[CH2:7][CH2:8][CH2:9][CH2:10]1)[n:11]1[n:12][cH:13][c:14]([O:18][c:19]2[cH:20][cH:21][cH:22][cH:23][cH:24]2)[cH:15][c:16]1=[O:17])=[O:25].[CH3:30][OH:31].[ClH:29].[Na+:27].[OH-:26].[OH2:28]>>[O:2]=[C:3]([CH:4]([CH2:5][CH:6]1[CH2:7][CH2:8][CH2:9][CH2:10]1)[n:11]1[n:12][cH:13][c:14]([O:18][c:19]2[cH:20][cH:21][cH:22][cH:23][cH:24]2)[cH:15][c:16]1=[O:17])[OH:25]. Run at time 30 minute. Product: C1=CC(=CC=C1[N+](=O)[O-])O[C@H]2[C@@H]([C@H]([C@@H]([C@H](O2)C(=O)O)O)O)O (pNPG). The reactants are C(C)(=O)[O-].[Na+] (sodium acetate), C1=CC(=CC=C1[N+](=O)[O-])OC2C(C(C(C(O2)CO)O)O)O (p-nitrophenyl-α-D-glucopyranoside), NCC(=O)O.[OH-].[Na+] (glycine NaOH). Procedure details: The reagent solutions were: NaAc buffer: 200 mM sodium acetate buffer pH 4.5; Substrate: 50 mM p-nitrophenyl-α-D-glucopyranoside (Sigma N-1377) in NaAc buffer (0.3 g/20 ml) and stop solution: 800 mM glycine-NaOH buffer pH 10. 30 μl filtered supernatant was placed in a fresh 96-well flat bottom MTP. To each well 50 μl NaAc buffer and 120 μl substrate was added and incubated for 30 minutes at 50° C. (Thermolab systems iEMS Incubator/shaker HT). The reaction was terminated by adding 100 μl stop sol... RXN SMILES: C([O-])(=[O:3])C.[Na+].[CH:6]1[C:11]([N+:12]([O-:14])=[O:13])=[CH:10][CH:9]=[C:8]([O:15][CH:16]2[O:21][CH:20]([CH2:22][OH:23])[CH:19]([OH:24])[CH:18]([OH:25])[CH:17]2[OH:26])[CH:7]=1.NCC(O)=O.[OH-].[Na+]>>[CH:10]1[C:11]([N+:12]([O-:14])=[O:13])=[CH:6][CH:7]=[C:8]([O:15][C@@H:16]2[O:21][C@H:20]([C:22]([OH:3])=[O:23])[C@@H:19]([OH:24])[C@H:18]([OH:25])[C@H:17]2[OH:26])[CH:9]=1 |f:0.1,3.4.5|. Reactants: C1(=CC=CC=C1)C (toluene), C(C)(C)(C)OC(C(CC(C)C)NC(C1=C(C=C(C=C1)OC)SSC1=C(C=CC(=C1)OC)C(NC(C(C(C)C)=C=O)OC(C)(C)C)=O)=O)=O (2[2-[2-(1-tert-butoxy-carbonyl-3-methylbutylcarbamoyl)-5-methoxy-phenyldisulfanyl]-4-methoxybenzoylamino]-4-methyl-pentanoic acid tert-butyl ester), C1(=CC=CC=C1)OC (anisole), FC(C(=O)O)(F)F (trifluoroacetic acid). Solvent: ClCCl (dichloromethane). Run at time 4 hour. Yields the product C(=O)(O)C(CC(C)C)NC(=O)C1=C(C=C(C=C1)OC)SSC1=C(C(=O)NC(C(=O)O)CC(C)C)C=CC(=C1)OC (2-[2-[2-(1-Carboxy-3-methylbutylcarbamoyl)-5-methoxy-phenyldisulfanyl]-4-methoxybenzoylamino]-4-methyl-pentanoic acid). As a reaction SMILES: C([O:5][C:6](=[O:48])[CH:7]([NH:12][C:13](=[O:47])[C:14]1[CH:19]=[CH:18][C:17]([O:20][CH3:21])=[CH:16][C:15]=1[S:22][S:23][C:24]1[CH:29]=[C:28]([O:30][CH3:31])[CH:27]=[CH:26][C:25]=1[C:32](=[O:46])[NH:33][CH:34](OC(C)(C)C)[C:35](=C=O)[CH:36]([CH3:38])[CH3:37])[CH2:8][CH:9]([CH3:11])[CH3:10])(C)(C)C.C1(OC)C=CC=CC=1.FC(F)(F)[C:59]([OH:61])=[O:60].C1(C)C=CC=CC=1>ClCCl>[C:6]([CH:7]([NH:12][C:13]([C:14]1[CH:19]=[CH:18][C:17]([O:20][CH3:21])=[CH:16][C:15]=1[S:22][S:23][C:24]1[CH:29]=[C:28]([O:30][CH3:31])[CH:27]=[CH:26][C:25]=1[C:32]([NH:33][CH:34]([CH2:35][CH:36]([CH3:37])[CH3:38])[C:59]([OH:61])=[O:60])=[O:46])=[O:47])[CH2:8][CH:9]([CH3:11])[CH3:10])([OH:5])=[O:48]. Procedure details: A solution of [S-(R*,R*)-2[2-[2-(1-tert-butoxy-carbonyl-3-methylbutylcarbamoyl)-5-methoxy-phenyldisulfanyl]-4-methoxybenzoylamino]-4-methyl-pentanoic acid tert-butyl ester (1.2 g, 1.7 mmol) and anisole (1 mL) in 10 mL dichloromethane, cooled to about 0° C., was treated dropwise with 10 mL of trifluoroacetic acid. The mixture was allowed to warm to ambient temperature. After 4 hours, 5 mL toluene was added, and the solvents were removed in vacuo. The crude product was recrystallized from methanol... Reactants: Cl (hydrochloric acid), CC=1C=C(C=C(C1)NC1=NC=CC=N1)C=1C=NN(C1)C(C)C1=CC=C(C(=O)OC)C=C1 (methyl 4-(1-(4-(3-methyl-5-(pyrimidin-2-ylamino)phenyl)-1H-pyrazol-1-yl)ethyl)benzoate), O (water), [OH-].[Na+] (sodium hydroxide). The solvent is C(C)(=O)OCC (ethyl acetate), [Cl-].[Na+].O (brine), C1CCOC1 (THF), CO (methanol). Conditions: temperature 50 celsius. Product: CC=1C=C(C=C(C1)NC1=NC=CC=N1)C=1C=NN(C1)C(C)C1=CC=C(C(=O)O)C=C1 (4-(1-(4-(3-methyl-5-(pyrimidin-2-ylamino)phenyl)-1H-pyrazol-1-yl)ethyl)benzoic acid). RXN SMILES: [CH3:1][C:2]1[CH:3]=[C:4]([C:15]2[CH:16]=[N:17][N:18]([CH:20]([C:22]3[CH:31]=[CH:30][C:25]([C:26]([O:28]C)=[O:27])=[CH:24][CH:23]=3)[CH3:21])[CH:19]=2)[CH:5]=[C:6]([NH:8][C:9]2[N:14]=[CH:13][CH:12]=[CH:11][N:10]=2)[CH:7]=1.O.[OH-].[Na+].Cl>C1COCC1.CO.C(OCC)(=O)C.[Cl-].[Na+].O>[CH3:1][C:2]1[CH:3]=[C:4]([C:15]2[CH:16]=[N:17][N:18]([CH:20]([C:22]3[CH:31]=[CH:30][C:25]([C:26]([OH:28])=[O:27])=[CH:24][CH:23]=3)[CH3:21])[CH:19]=2)[CH:5]=[C:6]([NH:8][C:9]2[N:10]=[CH:11][CH:12]=[CH:13][N:14]=2)[CH:7]=1 |f:2.3,8.9.10|. Procedure details: A solution of methyl 4-(1-(4-(3-methyl-5-(pyrimidin-2-ylamino)phenyl)-1H-pyrazol-1-yl)ethyl)benzoate (125 mg, 0.302 mmol) in THF (5.0 mL), methanol (1.0 mL), and water (1.0 mL) was diluted with sodium hydroxide (1.0 M in water, 1.0 mL, 1.0 mmol). The reaction mixture was stirred and heated to 50° C. for 1 hour. The reaction mixture was cooled to ambient temperature and diluted with hydrochloric acid (1.0 M in water, 1.0 mL, 1.0 mmol) while stirring. The resulting suspension was diluted with ethy... Starting materials: C(C(=O)C)=O (pyruvaldehyde), CC1(NC(CC(C1)N)(C)C)C (2,2,6,6-tetramethyl-4-amino-piperidine), C1(=CC=C(C=C1)S(=O)(=O)C(C1=CC=C(C=C1)F)[N+]#[C-])C (α-(p-toluenesulfonyl)-4-fluorobenzylisonitile), C(=O)([O-])[O-].[K+].[K+] (K2CO3). Run in CS(=O)C (DMSO), CCOC(=O)C (EtOAc). Reaction conditions: time 23 hour. Yields the product CC1(NC(CC(C1)N1C=NC(=C1C(C)=O)C1=CC=C(C=C1)F)(C)C)C (1-(2,2,6,6-tetramethyl-4-piperidinyl)-4-(4-fluorophenyl)-5-acetylimidazole). The yield is 75.1%. Reaction SMILES: [CH:1](=O)[C:2]([CH3:4])=[O:3].[CH3:6][C:7]1([CH3:16])[CH2:12][CH:11]([NH2:13])[CH2:10][C:9]([CH3:15])([CH3:14])[NH:8]1.C1(C)C=CC(S([CH:26]([N+:34]#[C-:35])[C:27]2[CH:32]=[CH:31][C:30]([F:33])=[CH:29][CH:28]=2)(=O)=O)=CC=1.C([O-])([O-])=O.[K+].[K+]>CS(C)=O.CCOC(C)=O>[CH3:6][C:7]1([CH3:16])[CH2:12][CH:11]([N:13]2[C:1]([C:2](=[O:3])[CH3:4])=[C:26]([C:27]3[CH:28]=[CH:29][C:30]([F:33])=[CH:31][CH:32]=3)[N:34]=[CH:35]2)[CH2:10][C:9]([CH3:15])([CH3:14])[NH:8]1 |f:3.4.5|. Reported procedure: a solution of pyruvaldehyde (40% w/w solution in water, 7.56 mL, 8.91 g, 49.5 mmol) in 90 mL of DMSO at room temperature was added dropwise 2,2,6,6-tetramethyl-4-amino-piperidine (9.24 mL, 8.43 g, 65.4 mmol). After 10 min α-(p-toluenesulfonyl)-4-fluorobenzylisonitile (13.0 g, 44.95 mmol) and K2CO3 (7.46 g, 53.95 mmol) were added. After 23 h, the solution was diluted with 250 mL of EtOAc and washed with 2×200 mL of 3N HCl. The aqueous layers were combined and basified with excess solid K2CO3 unti...